This data is from the Open Reaction Database (ORD), a public repository of structured organic reaction records. The task is: describe an organic reaction: reactants, conditions, products, and yield Starting materials: solution, [Li]CCCC (n-BuLi), COC=1C=CC2=C(SC=C2)C1 (6-methoxybenzo[b]thiophene), C1(=CC=C(C=C1)S(=O)(=O)C#N)C (p-toluenesulfonyl cyanide), C(=O)=O (Carbonic Anhydride), S1C2=C(C=C1S(=O)(=O)N)C=CC=C2 (Benzo[b]thiophenesulfonamide). Reagents/catalysts: [Zn+2].[I-].[I-] (ZnI2). Solvent: O1CCCC1 (tetrahydrofuran), O1CCCC1 (tetrahydrofuran), O1CCCC1 (tetrahydrofuran). Run at temperature -78 celsius, time 10 minute. Yields the product COC=1C=CC2=C(SC(=C2)C#N)C1 (6-methoxybenzo[b]thiophene-2-carbonitrile). The yield is 18.8%. RXN SMILES: [Li]CCCC.[CH3:6][O:7][C:8]1[CH:9]=[CH:10][C:11]2[CH:15]=[CH:14][S:13][C:12]=2[CH:16]=1.C(=O)=O.S1C(S(N)(=O)=O)=CC2C=CC=CC1=2.C1(C)C=CC(S([C:42]#[N:43])(=O)=O)=CC=1>O1CCCC1.[Zn+2].[I-].[I-]>[CH3:6][O:7][C:8]1[CH:9]=[CH:10][C:11]2[CH:15]=[C:14]([C:42]#[N:43])[S:13][C:12]=2[CH:16]=1 |f:6.7.8|. Procedure: A 2.5 M solution of n-BuLi (39.65 mL, 99.13 mmol) was added at −20° C. to a stirred solution of 14.8 g (90.12 mmol) of 6-methoxybenzo[b]thiophene (S. L. Grahm, et al. Topically Active Carbonic Anhydride Inhibitor. 2. Benzo[b]thiophenesulfonamide Derivatives with Ocular Hypotensive Activity. J. Med. Chem. 1989, 32 2548-2554) in 100 mL of anhydrous tetrahydrofuran with 5 mg of 2,2′-dipyridyl over 15 min. The resulting solution was stirred at −78° C. for 10 min and a tetrahydrofuran (100 mL) soluti... The reactants are compound 1, N[C@H]1CN(CCC1)C1=CC(N(C(N1CC1=C(C=CC(=C1)F)Br)=O)C)=O (6-[3 (R)-Amino-piperidin-1-yl]-1-(2-bromo-5-fluoro-benzyl)-3-methyl-1H-pyrimidine-2,4-dione), ClC1=C(CBr)C=CC(=C1)F (2-chloro-4-fluoro-benzyl bromide). Product: N[C@H]1CN(CCC1)C1=CC(N(C(N1CC1=C(C=C(C=C1)F)Cl)=O)C)=O (6-[3 (R)-Amino-piperidin-1-yl]-1-(2-chloro-4-fluoro-benzyl)-3-methyl-1H-pyrimidine-2,4-dione). RXN SMILES: [NH2:1][C@@H:2]1[CH2:7][CH2:6][CH2:5][N:4]([C:8]2[N:13](CC3C=C(F)C=CC=3Br)[C:12](=[O:23])[N:11]([CH3:24])[C:10](=[O:25])[CH:9]=2)[CH2:3]1.[Cl:26][C:27]1[CH:34]=[C:33]([F:35])[CH:32]=[CH:31][C:28]=1[CH2:29]Br>>[NH2:1][C@@H:2]1[CH2:7][CH2:6][CH2:5][N:4]([C:8]2[N:13]([CH2:29][C:28]3[CH:31]=[CH:32][C:33]([F:35])=[CH:34][C:27]=3[Cl:26])[C:12](=[O:23])[N:11]([CH3:24])[C:10](=[O:25])[CH:9]=2)[CH2:3]1. Procedure: The title compound was prepared from compound 1 using the same procedures as described the preparation of compound 10, except that 2-chloro-4-fluoro-benzyl bromide was used in the place of 2-bromo-5-fluoro-benzyl bromide. 1H-NMR (400 MHz, CDCl3-CD3OD 10:1) δ 7.15 (dd, J=8.211, 2.400 Hz, 1H), 6.95-7.06 (m, 2H), 5.40 (s, 1H), 5.09-5.18 (ABq, J=37.7, 15.9 Hz, 2H), 3.33-3.39 (m, 1H), 3.30 (s, 3H), 3.23-3.29 (m, 1H), 2.98 (bd, J=12.9 Hz, 1H), 2.79 (t, J=10.4 Hz, 1H), 2.55-2.66 (t, J=11.2 Hz, 1H), 2.1... Product: Cc1ncccc1Oc1ncnc2c1cnn2C1CCNCC1. Reactants: Cc1ncccc1Oc1ncnc2c1cnn2C1CCN(C(=O)OC(C)(C)C)CC1, ClCCl, O=C(O)C(F)(F)F, O=C([O-])[O-]. As a reaction SMILES: [C:1]([O:2][C:3](=[O:4])[N:8]1[CH2:9][CH2:10][CH:11]([n:14]2[n:15][cH:16][c:17]3[c:18]2[n:19][cH:20][n:21][c:22]3[O:23][c:24]2[c:25]([CH3:30])[n:26][cH:27][cH:28][cH:29]2)[CH2:12][CH2:13]1)([CH3:5])([CH3:6])[CH3:7].[Cl:35][CH2:36][Cl:37].[F:38][C:39]([F:40])([F:41])[C:42]([OH:43])=[O:44].[O-:31][C:32](=[O:33])[O-:34]>>[NH:8]1[CH2:9][CH2:10][CH:11]([n:14]2[n:15][cH:16][c:17]3[c:18]2[n:19][cH:20][n:21][c:22]3[O:23][c:24]2[c:25]([CH3:30])[n:26][cH:27][cH:28][cH:29]2)[CH2:12][CH2:13]1. The reactants are COC(=O)CC(Cc1cc(Br)c2[nH]ncc2c1CO)C(=O)OC, ClCCl, O=S(Cl)Cl. Yields the product COC(=O)CC(Cc1cc(Br)c2[nH]ncc2c1CCl)C(=O)OC. Reaction SMILES: [Br:1][c:2]1[cH:3][c:4]([CH2:13][CH:14]([C:15](=[O:16])[O:17][CH3:18])[CH2:19][C:20](=[O:21])[O:22][CH3:23])[c:5]([CH2:11][OH:12])[c:6]2[cH:7][n:8][nH:9][c:10]12.[Cl:24][CH2:25][Cl:26].[S:27]([Cl:28])([Cl:29])=[O:30]>>[Br:1][c:2]1[cH:3][c:4]([CH2:13][CH:14]([C:15](=[O:16])[O:17][CH3:18])[CH2:19][C:20](=[O:21])[O:22][CH3:23])[c:5]([CH2:11][Cl:24])[c:6]2[cH:7][n:8][nH:9][c:10]12. Reactants: Fc1cc(F)cc(Br)c1, OCc1ccccc1. The product is Fc1cc(Br)cc(OCc2ccccc2)c1. RXN SMILES: [Br:9][c:10]1[cH:11][c:12]([F:17])[cH:13][c:14]([F:16])[cH:15]1.[OH:1][CH2:2][c:3]1[cH:4][cH:5][cH:6][cH:7][cH:8]1>>[O:1]([CH2:2][c:3]1[cH:4][cH:5][cH:6][cH:7][cH:8]1)[c:14]1[cH:13][c:12]([F:17])[cH:11][c:10]([Br:9])[cH:15]1. Yield: 61.4%. The product is ClC1=CC=C(C=C1)C1=NC(=NS1)C(=O)OCC (Ethyl 5-(p-Chlorophenyl)-1,2,4-Thiadiazole-3-Carboxylate). RXN SMILES: O=C1[S:6][N:5]=[C:4]([C:7]([O:9][CH2:10][CH3:11])=[O:8])O1.[Cl:12][C:13]1[CH:20]=[CH:19][C:16]([C:17]#[N:18])=[CH:15][CH:14]=1>>[Cl:12][C:13]1[CH:20]=[CH:19][C:16]([C:17]2[S:6][N:5]=[C:4]([C:7]([O:9][CH2:10][CH3:11])=[O:8])[N:18]=2)=[CH:15][CH:14]=1. Reactants: O=C1OC(=NS1)C(=O)OCC (ethyl 2-oxo-1,3,4-oxathiazole-5-carboxylate), ClC1=CC=C(C#N)C=C1 (p-chlorobenzonitrile). Procedure details: A sample of p-chlorobenzonitrile was distilled and then crystallized twice from methylcyclohexane to remove impurities that interfered in the following reaction. A solution of 8.76 g (0.050 mol) of ethyl 2-oxo-1,3,4-oxathiazole-5-carboxylate and 68.8 g (0.50 mol, 10 equiv.) of purified p-chlorobenzonitrile was held at 190° C for 72 hours. The solution, which contained the product in 69% yield, was concentrated under vacuum to 150° C (about 2 torr). The residue was crystallized from heptane (char... Starting materials: [Si](C)(C)(C(C)(C)C)O[C@H](C)[C@@H]1C(N[C@@H]1C#C[Si](C)(C)C)=O (Cis-3-[(R)-1-(tert-butyldimethylsilyloxy)ethyl]-4-trimethylsilylethynyl-2-azetidinone), S(O)(O)(=O)=O (sulfuric acid), C(C)(=O)OCC.O (ethyl acetate water), C(O)([O-])=O.[Na+] (sodium hydrogen carbonate). The reagents and catalysts are S(=O)(=O)([O-])[O-].[Hg+2] (mercury sulfate). The solvent is O1CCCC1 (tetrahydrofuran), O (water). Reaction conditions: time 15 hour. The product is C(C)(=O)[C@@H]1[C@@H](C(N1)=O)C(C)O[Si](C)(C)C(C)(C)C (cis-4-acetyl-3-[1-(tert-butyldimethylsilyloxy)ethyl]-2-azetidinone). Isolated yield 18.1%. As a reaction SMILES: [Si:1]([O:8][C@@H:9]([C@H:11]1[C@@H:14]([C:15]#[C:16][Si](C)(C)C)[NH:13][C:12]1=[O:21])[CH3:10])([C:4]([CH3:7])([CH3:6])[CH3:5])([CH3:3])[CH3:2].S(=O)(=O)(O)[OH:23].C(=O)([O-])O.[Na+].C(OCC)(=O)C.O>O1CCCC1.O.S([O-])([O-])(=O)=O.[Hg+2]>[C:15]([C@H:14]1[NH:13][C:12](=[O:21])[C@H:11]1[CH:9]([O:8][Si:1]([C:4]([CH3:7])([CH3:6])[CH3:5])([CH3:3])[CH3:2])[CH3:10])(=[O:23])[CH3:16] |f:2.3,4.5,8.9|. Procedure: Cis-3-[(R)-1-(tert-butyldimethylsilyloxy)ethyl]-4-trimethylsilylethynyl-2-azetidinone (0.24 g) is dissolved in a mixture of tetrahydrofuran (5 ml) and water (1 ml), and mercury sulfate (0.03 g) and concentrated sulfuric acid (0.06 g) are added, followed by stirring at room temperature for 15 hours. After addition of sodium hydrogen carbonate (0.2 g), the reaction mixture is poured into ethyl acetate-water, and the organic layer is separated, washed with aqueous sodium chloride, dried over magnes...